Dataset: the Open Reaction Database (ORD), a public repository of structured organic reaction records. Task: describe an organic reaction: reactants, conditions, products, and yield The reactants are C(C)(=O)NC=1C(=C(C(=O)OC)C(=CC1)Br)[N+](=O)[O-] (methyl 3-(acetylamino)-6-bromo-2-nitrobenzoate), C1(=CC=CC=C1)P(C1=CC=CC=C1)C1=CC=CC=C1 (triphenylphosphine), C([O-])([O-])=O.[K+].[K+] (potassium carbonate), C(C=C)(=O)OC (methyl acrylate). Reagents/catalysts: C(C)(=O)[O-].[Pd+2].C(C)(=O)[O-] (palladium acetate). Run in CN(C=O)C (N,N-dimethylformamide), O (water). Reaction conditions: temperature 110 celsius, time 30 minute. Product: C(C)(=O)NC=1C(=C(C(=O)OC)C(=CC1)\C=C\C(=O)OC)[N+](=O)[O-] (methyl 3-(acetylamino)-6-[(1E)-3-methoxy-3-oxoprop-1-en-1-yl]-2-nitrobenzoate). Isolated yield 59.5%. RXN SMILES: [C:1]([NH:4][C:5]1[C:6]([N+:16]([O-:18])=[O:17])=[C:7]([C:12](Br)=[CH:13][CH:14]=1)[C:8]([O:10][CH3:11])=[O:9])(=[O:3])[CH3:2].C1(P(C2C=CC=CC=2)C2C=CC=CC=2)C=CC=CC=1.C(=O)([O-])[O-].[K+].[K+].[C:44]([O:48][CH3:49])(=[O:47])[CH:45]=[CH2:46]>CN(C)C=O.O.C([O-])(=O)C.[Pd+2].C([O-])(=O)C>[C:1]([NH:4][C:5]1[C:6]([N+:16]([O-:18])=[O:17])=[C:7]([C:12](/[CH:46]=[CH:45]/[C:44]([O:48][CH3:49])=[O:47])=[CH:13][CH:14]=1)[C:8]([O:10][CH3:11])=[O:9])(=[O:3])[CH3:2] |f:2.3.4,8.9.10|. Reported procedure: A suspension of methyl 3-(acetylamino)-6-bromo-2-nitrobenzoate (500 mg, 1.58 mmol), palladium acetate (36.0 mg, 0.16 mmol), triphenylphosphine (84.0 mg, 0.32 mmol), potassium carbonate (328 mg, 2.37 mmol) and methyl acrylate (213 μL, 2.37 mmol) in N,N-dimethylformamide (15 mL) was stirred under a nitrogen atmosphere at 110° C. for 30 min with heating. The reaction solution was diluted with water, extracted with ethyl acetate, washed with water and saturated brine, and dried over anhydrous magnes... Starting materials: Cc1ccc(-c2ccc3c(c2)C=C(C(=O)Nc2ccc(CN4CCCCC4)cc2)CC(c2ccccc2)O3)cc1, CI, CN(C)C=O. Yields the product Cc1ccc(-c2ccc3c(c2)C=C(C(=O)Nc2ccc(C[N+]4(C)CCCCC4)cc2)CC(c2ccccc2)O3)cc1, [I-]. Reaction SMILES: [CH3:1][c:2]1[cH:3][cH:4][c:5](-[c:8]2[cH:9][cH:10][c:11]3[c:12]([cH:40]2)[CH:13]=[C:14]([C:24](=[O:25])[NH:26][c:27]2[cH:28][cH:29][c:30]([CH2:33][N:34]4[CH2:35][CH2:36][CH2:37][CH2:38][CH2:39]4)[cH:31][cH:32]2)[CH2:15][CH:16]([c:18]2[cH:19][cH:20][cH:21][cH:22][cH:23]2)[O:17]3)[cH:6][cH:7]1.[CH3:41][I:42].[CH3:43][N:44]([CH3:45])[CH:46]=[O:47]>>[CH3:1][c:2]1[cH:3][cH:4][c:5](-[c:8]2[cH:9][cH:10][c:11]3[c:12]([cH:40]2)[CH:13]=[C:14]([C:24](=[O:25])[NH:26][c:27]2[cH:28][cH:29][c:30]([CH2:33][N+:34]4([CH3:41])[CH2:35][CH2:36][CH2:37][CH2:38][CH2:39]4)[cH:31][cH:32]2)[CH2:15][CH:16]([c:18]2[cH:19][cH:20][cH:21][cH:22][cH:23]2)[O:17]3)[cH:6][cH:7]1.[I-:42]. Reactants: C([O-])(O)=O.[Na+] (sodium bicarbonate), C(C1=CC=CC=C1)(C1=CC=CC=C1)N1CC(C1)O (1-benzhydryl-3-hydroxyazetidine), ClCCl (dichloromethane), COCCN(CCOC)S(F)(F)F ([bis(2-methoxyethyl)amino]sulfur trifluoride). Solvent: O (water). Yields the product C(C1=CC=CC=C1)(C1=CC=CC=C1)N1CC(C1)F (1-Benzhydryl-3-fluoroazetidine). RXN SMILES: [CH:1]([N:14]1[CH2:17][CH:16](O)[CH2:15]1)([C:8]1[CH:13]=[CH:12][CH:11]=[CH:10][CH:9]=1)[C:2]1[CH:7]=[CH:6][CH:5]=[CH:4][CH:3]=1.ClCCl.COCCN(S(F)(F)[F:32])CCOC.C(=O)(O)[O-].[Na+]>O>[CH:1]([N:14]1[CH2:17][CH:16]([F:32])[CH2:15]1)([C:8]1[CH:13]=[CH:12][CH:11]=[CH:10][CH:9]=1)[C:2]1[CH:7]=[CH:6][CH:5]=[CH:4][CH:3]=1 |f:3.4|. Procedure details: A 250 mL, round bottom flask was charged with 3.0 g (12.5 mmol) of 1-benzhydryl-3-hydroxyazetidine and 80 mL of dichloromethane. To the stirring solution at −78° C. was added 4.6 mL (25 mmol) of [bis(2-methoxyethyl)amino]sulfur trifluoride via addition funnel over a period of about 3 h. The reaction mixture was allowed to warm slowly to ambient temperature overnight. The reaction mixture was added portionwise (with caution) to a large extractor containing water and saturated aqueous sodium bicar... The reactants are [N+](=O)([O-])[O-].[K+] (potassium nitrate), [OH-].[NH4+] (ammonium hydroxide), ClC=1C(=NC(=NC1)NCCCN1CCN(CC1)C)C1=CC2=C(S1)C=C(C=C2)S[Si](C(C)C)(C(C)C)C(C)C ([5-chloro-4-(6-triisopropylsilanylsulfanylbenzo[b]thiophen-2-yl)-pyrimidin-2-yl]-[3-(4-methylpiperazin-1-yl)-propyl]-amine), S(=O)(=O)(Cl)Cl (sulfuryl chloride). The solvent is C(C)#N (acetonitrile), O (water). Reaction conditions: time 1.5 hour. Yields the product ClC=1C(=NC(=NC1)NCCCN1CCN(CC1)C)C1=CC2=C(S1)C=C(C=C2)S(=O)(=O)N (2-{5-Chloro-2-[3-(4-methylpiperazin-1-yl)-propylamino]-pyrimidin-4-yl}-benzo[b]thiophene-6-sulfonic acid amide). Isolated yield 6.9%. RXN SMILES: [Cl:1][C:2]1[C:3]([C:19]2[S:23][C:22]3[CH:24]=[C:25](S[Si](C(C)C)(C(C)C)C(C)C)[CH:26]=[CH:27][C:21]=3[CH:20]=2)=[N:4][C:5]([NH:8][CH2:9][CH2:10][CH2:11][N:12]2[CH2:17][CH2:16][N:15]([CH3:18])[CH2:14][CH2:13]2)=[N:6][CH:7]=1.[N+]([O-])([O-])=O.[K+].[S:44](Cl)(Cl)(=[O:46])=[O:45].[OH-].[NH4+:50]>C(#N)C.O>[Cl:1][C:2]1[C:3]([C:19]2[S:23][C:22]3[CH:24]=[C:25]([S:44]([NH2:50])(=[O:46])=[O:45])[CH:26]=[CH:27][C:21]=3[CH:20]=2)=[N:4][C:5]([NH:8][CH2:9][CH2:10][CH2:11][N:12]2[CH2:17][CH2:16][N:15]([CH3:18])[CH2:14][CH2:13]2)=[N:6][CH:7]=1 |f:1.2,4.5|. Procedure details: To a suspension of [5-chloro-4-(6-triisopropylsilanylsulfanylbenzo[b]thiophen-2-yl)-pyrimidin-2-yl]-[3-(4-methylpiperazin-1-yl)-propyl]-amine (463 mg, 0.784 mmol) in acetonitrile (4 mL) is added potassium nitrate (198 mg, 1.96 mmol) followed by the dropwise addition of sulfuryl chloride (0.157 mL, 1.96 mmol). The mixture is stirred at room temperature for 1.5 hours. After filtration, the solid is suspended in acetone (5 mL) and a solution of ammonium hydroxide (0.926 mL, 15.7 mmol) is added drop... The reactants are N1[C@H](C(=O)O)CCC1.C(C1=CC=CC=C1)NC([C@@H](N)[C@@H](C)CC)=O (L-proline L-isoleucine benzylamide), C([O-])([O-])=O.[Na+].[Na+] (sodium carbonate), BrCC(=O)C1=CC=C(C=C1)C (2-bromo-4'-methylacetophenone). The solvent is CO (methanol). The product is CC1=CC=C(C=C1)C(CN1[C@H](C(=O)N(C([C@@H](N)[C@@H](C)CC)=O)CC2=CC=CC=C2)CCC1)=O (L-isoleucine, N-[1-(2-(4-methylphenyl)-2-oxoethyl)-L-prolyl] benzylamide). Isolated yield 77.8%. As a reaction SMILES: [NH:1]1[CH2:8][CH2:7][CH2:6][C@H:2]1[C:3]([OH:5])=O.[CH2:9]([NH:16][C:17](=[O:24])[C@H:18]([C@H:20]([CH2:22][CH3:23])[CH3:21])[NH2:19])[C:10]1[CH:15]=[CH:14][CH:13]=[CH:12][CH:11]=1.C(=O)([O-])[O-].[Na+].[Na+].Br[CH2:32][C:33]([C:35]1[CH:40]=[CH:39][C:38]([CH3:41])=[CH:37][CH:36]=1)=[O:34]>CO>[CH3:41][C:38]1[CH:39]=[CH:40][C:35]([C:33](=[O:34])[CH2:32][N:1]2[CH2:8][CH2:7][CH2:6][C@H:2]2[C:3]([N:16]([CH2:9][C:10]2[CH:15]=[CH:14][CH:13]=[CH:12][CH:11]=2)[C:17](=[O:24])[C@H:18]([C@H:20]([CH2:22][CH3:23])[CH3:21])[NH2:19])=[O:5])=[CH:36][CH:37]=1 |f:0.1,2.3.4|. Procedure details: Using the procedure described in example 5, treatment of L-proline-L-isoleucine benzylamide (191 mg, 0.60 mmol), with sodium carbonate (70 mg, 0.66 mmol), and 2-bromo-4'-methylacetophenone (141 mg, 0.66 mmol, 1.1 eq), in methanol (5 mL), provided 210 mg (78%) of L-isoleucine, N-[1-(2-(4-methylphenyl)-2-oxoethyl)-L-prolyl] benzylamide as a pale yellow oil. Starting materials: CCN1CCN(Cc2cc(N)cc(C(F)(F)F)c2)CC1, C1CCOC1, Cc1ccccc1, CCOC(C)=O, O=C(Cl)Cl, Nc1ccc(Oc2cc(Cl)ncn2)cc1, ClCCl, O. Yields the product CCN1CCN(Cc2cc(NC(=O)Nc3ccc(Oc4cc(Cl)ncn4)cc3)cc(C(F)(F)F)c2)CC1. As a reaction SMILES: [CH2:20]([CH3:21])[N:22]1[CH2:23][CH2:24][N:25]([CH2:28][c:29]2[cH:30][c:31]([NH2:39])[cH:32][c:33]([C:35]([F:36])([F:37])[F:38])[cH:34]2)[CH2:26][CH2:27]1.[CH2:50]1[O:51][CH2:52][CH2:53][CH2:54]1.[CH3:43][c:44]1[cH:45][cH:46][cH:47][cH:48][cH:49]1.[CH3:56][CH2:57][O:58][C:59]([CH3:60])=[O:61].[Cl:16][C:17]([Cl:18])=[O:19].[Cl:1][c:2]1[cH:3][c:4]([O:8][c:9]2[cH:10][cH:11][c:12]([NH2:13])[cH:14][cH:15]2)[n:5][cH:6][n:7]1.[Cl:40][CH2:41][Cl:42].[OH2:55]>>[Cl:1][c:2]1[cH:3][c:4]([O:8][c:9]2[cH:10][cH:11][c:12]([NH:13][C:17](=[O:19])[NH:39][c:31]3[cH:30][c:29]([CH2:28][N:25]4[CH2:24][CH2:23][N:22]([CH2:20][CH3:21])[CH2:27][CH2:26]4)[cH:34][c:33]([C:35]([F:36])([F:37])[F:38])[cH:32]3)[cH:14][cH:15]2)[n:5][cH:6][n:7]1. The reactants are COC=1C=C(C=CC1OC)NC(=O)C=1C=C2C=C(NC2=CC1)CCCN(C(OC(C)(C)C)=O)C (tert-butyl 3-(5-(3,4-dimethoxyphenylcarbamoyl)-1H-indol-2-yl)propyl(methyl)carbamate), ClCCl (dichloromethane), Cl (hydrochloric acid). Run in C(C)OCC (diethyl ether). Reaction conditions: time 2.5 hour. Yields the product COC=1C=C(C=CC1OC)NC(=O)C=1C=C2C=C(NC2=CC1)CCCNC (2-(3-methylamino-propyl)-1H-indole-5-carboxylic acid (3,4-dimethoxy-phenyl)-amide). As a reaction SMILES: [CH3:1][O:2][C:3]1[CH:4]=[C:5]([NH:11][C:12]([C:14]2[CH:15]=[C:16]3[C:20](=[CH:21][CH:22]=2)[NH:19][C:18]([CH2:23][CH2:24][CH2:25][N:26](C)[C:27](=O)OC(C)(C)C)=[CH:17]3)=[O:13])[CH:6]=[CH:7][C:8]=1[O:9][CH3:10].ClCCl.Cl>C(OCC)C>[CH3:1][O:2][C:3]1[CH:4]=[C:5]([NH:11][C:12]([C:14]2[CH:15]=[C:16]3[C:20](=[CH:21][CH:22]=2)[NH:19][C:18]([CH2:23][CH2:24][CH2:25][NH:26][CH3:27])=[CH:17]3)=[O:13])[CH:6]=[CH:7][C:8]=1[O:9][CH3:10]. Reported procedure: A 250 round bottom flask was charged with tert-butyl 3-(5-(3,4-dimethoxyphenylcarbamoyl)-1H-indol-2-yl)propyl(methyl)carbamate (2.75 g, 5.88 mmol), dichloromethane (32 mL), and 1M hydrochloric acid in diethyl ether (32 mL) and the resulting mixture stirred for 2.5 h. The resulting mixture was then concentrated in vacuo, the residue triturated with diethyl ether, and placed under high vacuum to yield 2-(3-methylamino-propyl)-1H-indole-5-carboxylic acid (3,4-dimethoxy-phenyl)-amide. MS (ES+) 368 (...